Dataset: the Open Reaction Database (ORD), a public repository of structured organic reaction records. Task: describe an organic reaction: reactants, conditions, products, and yield Reactants: FC1=CC=C(C=C1)C=1CCN(CC1)C(=O)OC(C)(C)C (tert-butyl 4-(4-fluorophenyl)-3,6-dihydropyridine-1(2H)-carboxylate), Cl (HCl). Run in ClCCl (dichloromethane), C(C)OCC (diethyl ether). Reaction conditions: time 8 hour. The product is FC1=CC=C(C=C1)C=1CCNCC1 (4-(4-fluorophenyl)-1,2,3,6-tetrahydropyridine). Yield: 141.1%. Reaction SMILES: [F:1][C:2]1[CH:7]=[CH:6][C:5]([C:8]2[CH2:9][CH2:10][N:11](C(OC(C)(C)C)=O)[CH2:12][CH:13]=2)=[CH:4][CH:3]=1.Cl>ClCCl.C(OCC)C>[F:1][C:2]1[CH:7]=[CH:6][C:5]([C:8]2[CH2:13][CH2:12][NH:11][CH2:10][CH:9]=2)=[CH:4][CH:3]=1. Procedure details: A solution of Example 6B (0.5 g, 1.8 mmol) in dichloromethane (5 mL) at room temperature was treated with 2M HCl in diethyl ether (5 mL), stirred overnight, and concentrated to provide the desired product (0.45 g, 95%). MS (ESI) m/e 178 (M+H)+. Reactants: ClCCl, O=C(Cl)C(=O)Cl, Cn1nnnc1C(C(=O)O)=C(c1ccc(F)cc1)c1ccc(F)cc1. RXN SMILES: [CH2:32]([Cl:33])[Cl:34].[Cl:26][C:27]([C:28]([Cl:29])=[O:30])=[O:31].[F:1][c:2]1[cH:3][cH:4][c:5]([C:8](=[C:9]([C:10]([OH:11])=[O:12])[c:13]2[n:14][n:15][n:16][n:17]2[CH3:18])[c:19]2[cH:20][cH:21][c:22]([F:25])[cH:23][cH:24]2)[cH:6][cH:7]1>>[F:1][c:2]1[cH:3][cH:4][c:5]([C:8](=[C:9]([CH2:10][Cl:26])[c:13]2[n:14][n:15][n:16][n:17]2[CH3:18])[c:19]2[cH:20][cH:21][c:22]([F:25])[cH:23][cH:24]2)[cH:6][cH:7]1. Yields the product Cn1nnnc1C(CCl)=C(c1ccc(F)cc1)c1ccc(F)cc1. RXN SMILES: [F:1][C:2]([F:24])([F:23])[O:3][C:4]1[CH:9]=[CH:8][C:7]([C:10]2[CH:11]=[CH:12][C:13]3[N:14]([C:16]([C:19]([F:22])([F:21])[F:20])=[N:17][CH:18]=3)[CH:15]=2)=[CH:6][CH:5]=1.C1C(=O)N([Br:32])C(=O)C1>C(Cl)Cl>[Br:32][C:18]1[N:17]=[C:16]([C:19]([F:20])([F:21])[F:22])[N:14]2[CH:15]=[C:10]([C:7]3[CH:6]=[CH:5][C:4]([O:3][C:2]([F:1])([F:23])[F:24])=[CH:9][CH:8]=3)[CH:11]=[CH:12][C:13]=12. The solvent is C(Cl)Cl (CH2Cl2). Reactants: FC(OC1=CC=C(C=C1)C=1C=CC=2N(C1)C(=NC2)C(F)(F)F)(F)F (6-(4-(trifluoromethoxy)phenyl)-3-(trifluoromethyl)imidazo[1,5-a]pyridine), C1CC(=O)N(C1=O)Br (NBS). Procedure details: 6-(4-(trifluoromethoxy)phenyl)-3-(trifluoromethyl)imidazo[1,5-a]pyridine (1.2001 g, 3.466 mmol) was dissolved in CH2Cl2 (20 mL) in a 250 mL round bottomed flask. The solution was treated with NBS (925.4 mg, 5.199 mmol, 1.5 equiv.) at 0° C. for 30 min. And then the solvent was removed by rota-yap to give a crude mixture. Obtained crude mixture was purified by a column chromatography (SiO2=80 g, EtOAc/hexane=1:7 Rf=0.5) to give 1-bromo-6-(4-(trifluoromethoxy)phenyl)-3-(trifluoromethyl)imidazo[1,5-... The product is BrC=1N=C(N2C1C=CC(=C2)C2=CC=C(C=C2)OC(F)(F)F)C(F)(F)F (1-bromo-6-(4-(trifluoromethoxy)phenyl)-3-(trifluoromethyl)imidazo[1,5-a]pyridine).